Dataset: the Open Reaction Database (ORD), a public repository of structured organic reaction records. Task: describe an organic reaction: reactants, conditions, products, and yield Reactants: O=C([O-])O, ClCCl, CC(C)(CO)C1(O)CN(C(=O)c2ccc(F)c(F)c2Nc2ccc(I)cc2F)C1, [Na+], [Na+], [Na+], O=S([O-])([O-])=S. The product is CC(C)(C=O)C1(O)CN(C(=O)c2ccc(F)c(F)c2Nc2ccc(I)cc2F)C1. As a reaction SMILES: [C:37](=[O:38])([OH:39])[O-:40].[Cl:42][CH2:43][Cl:44].[F:1][c:2]1[c:3]([NH:21][c:22]2[c:23]([F:29])[cH:24][c:25]([I:28])[cH:26][cH:27]2)[c:4]([C:9](=[O:10])[N:11]2[CH2:12][C:13]([OH:15])([C:16]([CH2:17][OH:18])([CH3:19])[CH3:20])[CH2:14]2)[cH:5][cH:6][c:7]1[F:8].[Na+:35].[Na+:36].[Na+:41].[S:30]([O-:31])([O-:32])(=[O:33])=[S:34]>>[F:1][c:2]1[c:3]([NH:21][c:22]2[c:23]([F:29])[cH:24][c:25]([I:28])[cH:26][cH:27]2)[c:4]([C:9](=[O:10])[N:11]2[CH2:12][C:13]([OH:15])([C:16]([CH:17]=[O:18])([CH3:19])[CH3:20])[CH2:14]2)[cH:5][cH:6][c:7]1[F:8]. The reactants are FC(C1=CC(=NC=2N1N=CC2C#C)C2=CC=C(C=C2)C(F)(F)F)F (7-difluoromethyl-3-ethynyl-5-(4-trifluoromethyl-phenyl)-pyrazolo[1,5-a]pyrimidine), OCC(C)(C)NS(=O)(=O)C=1SC(=CC1)Cl (5-chloro-thiophene-2-sulfonic acid (2-hydroxy-1,1-dimethyl-ethyl)-amide). Product: OCC(C)(C)NS(=O)(=O)C=1SC(=CC1)C#CC=1C=NN2C1N=C(C=C2C(F)F)C2=CC=C(C=C2)C(F)(F)F (5-[7-Difluoromethyl-5-(4-trifluoromethyl-phenyl)-pyrazolo[1,5-a]pyrimidin-3-ylethynyl]-thiophene-2-sulfonic acid (2-hydroxy-1,1-dimethyl-ethyl)-amide), solid. Yield: 23.0%. As a reaction SMILES: [F:1][CH:2]([F:24])[C:3]1[N:8]2[N:9]=[CH:10][C:11]([C:12]#[CH:13])=[C:7]2[N:6]=[C:5]([C:14]2[CH:19]=[CH:18][C:17]([C:20]([F:23])([F:22])[F:21])=[CH:16][CH:15]=2)[CH:4]=1.[OH:25][CH2:26][C:27]([NH:30][S:31]([C:34]1[S:35][C:36](Cl)=[CH:37][CH:38]=1)(=[O:33])=[O:32])([CH3:29])[CH3:28]>>[OH:25][CH2:26][C:27]([NH:30][S:31]([C:34]1[S:35][C:36]([C:13]#[C:12][C:11]2[CH:10]=[N:9][N:8]3[C:3]([CH:2]([F:1])[F:24])=[CH:4][C:5]([C:14]4[CH:19]=[CH:18][C:17]([C:20]([F:23])([F:22])[F:21])=[CH:16][CH:15]=4)=[N:6][C:7]=23)=[CH:37][CH:38]=1)(=[O:33])=[O:32])([CH3:29])[CH3:28]. Procedure: The title compound was prepared from 7-difluoromethyl-3-ethynyl-5-(4-trifluoromethyl-phenyl)-pyrazolo[1,5-a]pyrimidine (example C.2) (169 mg, 0.5 mmol) and 5-chloro-thiophene-2-sulfonic acid (2-hydroxy-1,1-dimethyl-ethyl)-amide (example B.22) (135 mg, 1.0 mmol) according to general procedure II. Obtained as a light brown orange solid (66 mg, 23%). MS (ISP) 571.3 [(M+H)+]; mp 157° C.